From a dataset of the Open Reaction Database (ORD), a public repository of structured organic reaction records. describe an organic reaction: reactants, conditions, products, and yield Reactants: CCOC(=O)CC(C)(C)CC(=O)OCC, CCO, N#CCc1cccc(Cl)c1, [Na]. Product: CCOC(=O)CC(C)(C)CC(=O)C(C#N)c1cccc(Cl)c1. Reaction SMILES: [CH3:11][C:12]([CH2:13][C:14](=[O:15])[O:16][CH2:17][CH3:18])([CH2:19][C:20](=[O:21])[O:22][CH2:23][CH3:24])[CH3:25].[CH3:27][CH2:28][OH:29].[Cl:1][c:2]1[cH:3][c:4]([CH2:5][C:6]#[N:7])[cH:8][cH:9][cH:10]1.[Na:26]>>[Cl:1][c:2]1[cH:3][c:4]([CH:5]([C:6]#[N:7])[C:20]([CH2:19][C:12]([CH3:11])([CH2:13][C:14](=[O:15])[O:16][CH2:17][CH3:18])[CH3:25])=[O:21])[cH:8][cH:9][cH:10]1. Reactants: [H-].[Na+] (sodium hydride), ClC1=NC=CC=C1[N+](=O)[O-] (2-chloro-3-nitropyridine), C(CO)(=O)OCC (ethyl glycolate), O1CCCC1 (tetrahydrofuran), ice water. The solvent is CN(C=O)C (N,N-dimethylformamide). Run at time 5 hour. Product: C(C)OC(=O)COC1=NC=CC=C1[N+](=O)[O-] (2-(ethoxycarbonyl)methoxy-3-nitropyridine). Isolated yield 85.4%. As a reaction SMILES: [H-].[Na+].Cl[C:4]1[C:9]([N+:10]([O-:12])=[O:11])=[CH:8][CH:7]=[CH:6][N:5]=1.[C:13]([O:17][CH2:18][CH3:19])(=[O:16])[CH2:14][OH:15].O1CCCC1>CN(C)C=O>[CH2:18]([O:17][C:13]([CH2:14][O:15][C:4]1[C:9]([N+:10]([O-:12])=[O:11])=[CH:8][CH:7]=[CH:6][N:5]=1)=[O:16])[CH3:19] |f:0.1|. Reported procedure: 11 g of sodium hydride was added to a mixture of 39.63 g of 2-chloro-3-nitropyridine, 31.23 g of ethyl glycolate, 250 ml of tetrahydrofuran and 20 ml of N,N-dimethylformamide at 0° C. The mixture was stirred at room temperature for 5 hours, then, the reaction solution was poured into ice water, and extracted with ethyl acetate. The organic layer was dried over anhydrous magnesium sulfate, and concentrated. The residue was subjected to silica gel column chromatography to obtain 48.3 g of 2-(ethox...